From a dataset of the Open Reaction Database (ORD), a public repository of structured organic reaction records. describe an organic reaction: reactants, conditions, products, and yield The reactants are 10.7, OC1(CCN(CC1)CC1=CC=CC=C1)COC1=CC=C(C(=O)OC)C=C1 (methyl 4-[[4-hydroxy-1-(phenylmethyl)-4-piperidinyl]methoxy]benzoate), NCCO (2-aminoethanol). The solvent is O (water). Reaction conditions: temperature 145 celsius, time 4 hour. The product is OCCNC(C1=CC=C(C=C1)OCC1(CCN(CC1)CC1=CC=CC=C1)O)=O (N-(2-hydroxyethyl)-4-[[4-hydroxy-1-(phenylmethyl)-4-piperidinyl]methoxy]benzamide). Isolated yield 69.3%. Reaction SMILES: [OH:1][C:2]1([CH2:15][O:16][C:17]2[CH:26]=[CH:25][C:20]([C:21](OC)=[O:22])=[CH:19][CH:18]=2)[CH2:7][CH2:6][N:5]([CH2:8][C:9]2[CH:14]=[CH:13][CH:12]=[CH:11][CH:10]=2)[CH2:4][CH2:3]1.[NH2:27][CH2:28][CH2:29][OH:30]>O>[OH:30][CH2:29][CH2:28][NH:27][C:21](=[O:22])[C:20]1[CH:19]=[CH:18][C:17]([O:16][CH2:15][C:2]2([OH:1])[CH2:3][CH2:4][N:5]([CH2:8][C:9]3[CH:14]=[CH:13][CH:12]=[CH:11][CH:10]=3)[CH2:6][CH2:7]2)=[CH:26][CH:25]=1. Procedure details: A mixture of 10.7 parts of methyl 4-[[4-hydroxy-1-(phenylmethyl)-4-piperidinyl]methoxy]benzoate and 8 parts of 2-aminoethanol was stirred for 4 hours in an oil bath at 145° C. After cooling, the reaction mixture was poured into water. The oil was decanted, washed twice with water and the product was extracted with dichloromethane. The extract was dried, filtered and evaporated. The residue was crystallized from a mixture of 2,2-oxybispropane and 2-propanol. The product was filtered off and dried...